This data is from the Open Reaction Database (ORD), a public repository of structured organic reaction records. The task is: describe an organic reaction: reactants, conditions, products, and yield The reactants are CI (CH3I), CN(C)C=O (DMF), BrC1=NC=C(C=C1O)Cl (2-bromo-5-chloro-3-hydroxypyridine), [H-].[Na+] (NaH). Solvent: O (Water). Product: BrC1=NC=C(C=C1OC)Cl (2-bromo-5-chloro-3-methoxypyridine). As a reaction SMILES: [CH3:1]N(C=O)C.[Br:6][C:7]1[C:12]([OH:13])=[CH:11][C:10]([Cl:14])=[CH:9][N:8]=1.[H-].[Na+].CI>O>[Br:6][C:7]1[C:12]([O:13][CH3:1])=[CH:11][C:10]([Cl:14])=[CH:9][N:8]=1 |f:2.3|. Procedure: To a DMF (60 mL) solution containing 2-bromo-5-chloro-3-hydroxypyridine (19.95 g, 95.7 mmol) at 0° C. was added NaH (2.53 g, 105.3 mmol) portion wise. After the cessation of H2 evolution, CH3I (14.26 g, 100.5 mmol) was added dropwise and the reaction stirred ~16 h. Water (1.9 mL) was added and the solvent removed under reduced pressure. The concentrate was triturated with 5 portions of CH2Cl2. The combined organic phases were washed with sat. NaCl solution, dried with K2CO3, filtered, and concen... Reactants: CC(=O)[O-], Cc1ccc(C=O)cc1, CCO, [NH4+], O=C(O)CC(=O)O. Yields the product Cc1ccc(C(N)CC(=O)O)cc1. RXN SMILES: [CH3:18][C:19](=[O:20])[O-:21].[CH3:1][c:2]1[cH:3][cH:4][c:5]([CH:6]=[O:7])[cH:8][cH:9]1.[CH3:22][CH2:23][OH:24].[NH4+:17].[OH:10][C:11](=[O:12])[CH2:13][C:14](=[O:15])[OH:16]>>[CH3:1][c:2]1[cH:3][cH:4][c:5]([CH:6]([CH2:13][C:11]([OH:10])=[O:12])[NH2:17])[cH:8][cH:9]1. Conditions: temperature -50 celsius, time 1 hour. Procedure: A solution of thiophene-3-carboxylic acid (2.00 g, 15.6 mmol) in THF (20 mL) is added dropwise to a cold (−80° C.) solution of lithium bistrimethylsilylamide (17.2 mL of a 2M solution 34 mmol) in THF (30 mL). The resulting pale yellow solution is warmed to −50° C. and is stirred at −50° C. for 1 hr during which time a white precipitate is formed. The reaction mixture is cooled to −80° C. and treated dropwise with benzaldehyde (3.0 mL). The white precipitate gradually disappeared during the addit... The yield is 12.0%. Product: C1(=CC=CC=C1)C1OC(C2=C1SC=C2)=O (6-Phenyl-6H-thieno[2,3-c]furan-4-one). RXN SMILES: [S:1]1[CH:5]=[CH:4][C:3]([C:6]([OH:8])=[O:7])=[CH:2]1.C[Si]([N-][Si](C)(C)C)(C)C.[Li+].[CH:19](=O)[C:20]1[CH:25]=[CH:24][CH:23]=[CH:22][CH:21]=1.Cl.S(Cl)(C1C=CC(C)=CC=1)(=O)=O.C([O-])(O)=O.[Na+]>C1COCC1>[C:20]1([CH:19]2[C:2]3[S:1][CH:5]=[CH:4][C:3]=3[C:6](=[O:8])[O:7]2)[CH:25]=[CH:24][CH:23]=[CH:22][CH:21]=1 |f:1.2,6.7|. Reactants: S1C=C(C=C1)C(=O)O (thiophene-3-carboxylic acid), C[Si](C)(C)[N-][Si](C)(C)C.[Li+] (lithium bistrimethylsilylamide), solution, C(C1=CC=CC=C1)=O (benzaldehyde), C(=O)(O)[O-].[Na+] (NaHCO3), Cl (HCl), S(=O)(=O)(C1=CC=C(C)C=C1)Cl (TsCl). Solvent: C1CCOC1 (THF), C1CCOC1 (THF). Starting materials: C(C)(=O)OCC1=C(N2C(C(C2SC1)NC(C(N1C=CC2=CC=CC=C12)C(=O)O)=O)=O)C(=O)OC(C)(C)C (3-[(acetyloxy)methyl]-7-[[2-carboxy-2-(1H-indol-1-yl)acetyl]amino]-8-oxo-5-thia-1-azabicyclo-[4.2.0]oct-2-ene-2-carboxylic acid, tert-butyl ester). Run in FC(C(=O)O)(F)F (trifluoroacetic acid). Conditions: time 10 minute. Product: C(C)(=O)OCC1=C(N2C(C(C2SC1)NC(C(N1C=CC2=CC=CC=C12)C(=O)O)=O)=O)C(=O)O (3-[(Acetyloxy)methyl]-7-[[2-carboxy-2-(1H-indol-1-yl)acetyl]amino]-8-oxo-5-thia-1-azabicyclo[4.2.0]oct-2-ene-2-carboxylic acid). Reaction SMILES: [C:1]([O:4][CH2:5][C:6]1[CH2:13][S:12][CH:11]2[N:8]([C:9](=[O:30])[CH:10]2[NH:14][C:15](=[O:29])[CH:16]([C:26]([OH:28])=[O:27])[N:17]2[C:25]3[C:20](=[CH:21][CH:22]=[CH:23][CH:24]=3)[CH:19]=[CH:18]2)[C:7]=1[C:31]([O:33]C(C)(C)C)=[O:32])(=[O:3])[CH3:2]>FC(F)(F)C(O)=O>[C:1]([O:4][CH2:5][C:6]1[CH2:13][S:12][CH:11]2[N:8]([C:9](=[O:30])[CH:10]2[NH:14][C:15](=[O:29])[CH:16]([C:26]([OH:28])=[O:27])[N:17]2[C:25]3[C:20](=[CH:21][CH:22]=[CH:23][CH:24]=3)[CH:19]=[CH:18]2)[C:7]=1[C:31]([OH:33])=[O:32])(=[O:3])[CH3:2]. Procedure details: A solution of 3-[(acetyloxy)methyl]-7-[[2-carboxy-2-(1H-indol-1-yl)acetyl]amino]-8-oxo-5-thia-1-azabicyclo-[4.2.0]oct-2-ene-2-carboxylic acid, tert-butyl ester (0.05 mole) in 10 ml of trifluoroacetic acid maintained at 0° C. is stirred for 10 minutes. The trifluoroacetic acid is removed under vacuum. The residue is treated with ethyl ether to give a solid material. Filtration gives the title compound.